The task is: describe an organic reaction: reactants, conditions, products, and yield. This data is from the Open Reaction Database (ORD), a public repository of structured organic reaction records. Starting materials: [BH4-], CC(=O)O, CCO, [Na+], COc1ccccc1C1(O)CCC(c2ccccc2)(c2ccccc2)C2CN(C(=O)C(=O)c3c[nH]c4ccccc34)CC21. Product: COc1ccccc1C1(O)CCC(c2ccccc2)(c2ccccc2)C2CN(C(=O)C(O)c3c[nH]c4ccccc34)CC21. As a reaction SMILES: [BH4-:1].[CH3:46][C:47](=[O:48])[OH:49].[CH3:50][CH2:51][OH:52].[Na+:2].[c:3]1([C:9]2([c:40]3[cH:41][cH:42][cH:43][cH:44][cH:45]3)[CH2:10][CH2:11][C:12]([OH:31])([c:32]3[c:33]([O:38][CH3:39])[cH:34][cH:35][cH:36][cH:37]3)[CH:13]3[CH2:14][N:15]([C:18]([C:19]([c:20]4[cH:21][nH:22][c:23]5[cH:24][cH:25][cH:26][cH:27][c:28]45)=[O:29])=[O:30])[CH2:16][CH:17]23)[cH:4][cH:5][cH:6][cH:7][cH:8]1>>[c:3]1([C:9]2([c:40]3[cH:41][cH:42][cH:43][cH:44][cH:45]3)[CH2:10][CH2:11][C:12]([OH:31])([c:32]3[c:33]([O:38][CH3:39])[cH:34][cH:35][cH:36][cH:37]3)[CH:13]3[CH2:14][N:15]([C:18]([CH:19]([c:20]4[cH:21][nH:22][c:23]5[cH:24][cH:25][cH:26][cH:27][c:28]45)[OH:29])=[O:30])[CH2:16][CH:17]23)[cH:4][cH:5][cH:6][cH:7][cH:8]1.